This data is from the Open Reaction Database (ORD), a public repository of structured organic reaction records. The task is: describe an organic reaction: reactants, conditions, products, and yield Starting materials: COC=1C=CC2=C(NCCCC2)C1 (8-methoxy-2,3,4,5-tetrahydro-1H-benzo[b]azepine), C(=O)([O-])[O-].[K+].[K+] (K2CO3), C(C)#N (acetonitrile). The solvent is ICC (iodoethane). Reaction conditions: time 18 hour. Product: COC=1C=CC2=C(N(CCCC2)CC)C1 (8-methoxy-2,3,4,5-tetrahydro-1-ethylbenzo[b]azepine). As a reaction SMILES: [CH3:1][O:2][C:3]1[CH:4]=[CH:5][C:6]2[CH2:12][CH2:11][CH2:10][CH2:9][NH:8][C:7]=2[CH:13]=1.C([O-])([O-])=O.[K+].[K+].[C:20](#N)[CH3:21]>ICC>[CH3:1][O:2][C:3]1[CH:4]=[CH:5][C:6]2[CH2:12][CH2:11][CH2:10][CH2:9][N:8]([CH2:20][CH3:21])[C:7]=2[CH:13]=1 |f:1.2.3|. Procedure: To a solution of 8-methoxy-2,3,4,5-tetrahydro-1H-benzo[b]azepine (0.5 g) in acetonitrile (25 mL), iodoethane (0.45 mL) and K2CO3 (1.2 g) was added, and the reaction heated to reflux. After stirring for 18 hours, the heat was removed, and the reaction was concentrated. The resulting residue was partitioned between water (30 mL) and EtOAc (25 mL), the layers separated, and the organic layer washed with brine, dried (Na2SO4) and concentrated to provide the title compound (0.54 g) as a clear oil: 1H... Starting materials: O=C(c1ccc(Cl)cc1)c1ccc(CO)cc1, Cc1cccc2nc(Cl)n(C)c(=O)c12, [H-], [Na+], CN(C)C=O. Product: Cc1cccc2nc(OCc3ccc(C(=O)c4ccc(Cl)cc4)cc3)n(C)c(=O)c12. As a reaction SMILES: [Cl:1][c:2]1[cH:3][cH:4][c:5]([C:6](=[O:7])[c:8]2[cH:9][cH:10][c:11]([CH2:12][OH:13])[cH:14][cH:15]2)[cH:16][cH:17]1.[Cl:20][c:21]1[n:22][c:23]2[cH:24][cH:25][cH:26][c:27]([CH3:33])[c:28]2[c:29](=[O:32])[n:30]1[CH3:31].[H-:18].[Na+:19].[O:34]=[CH:35][N:36]([CH3:37])[CH3:38]>>[Cl:1][c:2]1[cH:3][cH:4][c:5]([C:6](=[O:7])[c:8]2[cH:9][cH:10][c:11]([CH2:12][O:13][c:21]3[n:22][c:23]4[cH:24][cH:25][cH:26][c:27]([CH3:33])[c:28]4[c:29](=[O:32])[n:30]3[CH3:31])[cH:14][cH:15]2)[cH:16][cH:17]1.